From a dataset of the Open Reaction Database (ORD), a public repository of structured organic reaction records. describe an organic reaction: reactants, conditions, products, and yield Starting materials: C(C1=CC=CC=C1)ON(C(CCC(C(=O)O)(C(=O)O)CC1=CC=C(C=C1)C(=O)O)=O)CC1=C(C=C(C=C1OC)OC)OC (2-{3-[Benzyloxy(2,4,6-trimethoxybenzyl)amino]-3-oxopropyl}-2-(4-carboxyphenyl)methyl-malonic acid). Solvent: CS(=O)C (DMSO). Conditions: temperature 130 celsius. Product: C(C1=CC=CC=C1)ON(C(CCC(CC1=CC=C(C(=O)O)C=C1)C(=O)O)=O)CC1=C(C=C(C=C1OC)OC)OC (4-[5-[benzyloxy(2,4,6-trimethoxybenzyl)amino]-2-carboxy-5-oxopentyl]benzoic acid), powder. The yield is 76.0%. As a reaction SMILES: [CH2:1]([O:8][N:9]([CH2:31][C:32]1[C:37]([O:38][CH3:39])=[CH:36][C:35]([O:40][CH3:41])=[CH:34][C:33]=1[O:42][CH3:43])[C:10](=[O:30])[CH2:11][CH2:12][C:13]([CH2:20][C:21]1[CH:26]=[CH:25][C:24]([C:27]([OH:29])=[O:28])=[CH:23][CH:22]=1)(C(O)=O)[C:14]([OH:16])=[O:15])[C:2]1[CH:7]=[CH:6][CH:5]=[CH:4][CH:3]=1>CS(C)=O>[CH2:1]([O:8][N:9]([CH2:31][C:32]1[C:37]([O:38][CH3:39])=[CH:36][C:35]([O:40][CH3:41])=[CH:34][C:33]=1[O:42][CH3:43])[C:10](=[O:30])[CH2:11][CH2:12][CH:13]([C:14]([OH:16])=[O:15])[CH2:20][C:21]1[CH:22]=[CH:23][C:24]([C:27]([OH:29])=[O:28])=[CH:25][CH:26]=1)[C:2]1[CH:7]=[CH:6][CH:5]=[CH:4][CH:3]=1. Procedure details: 2-{3-[Benzyloxy(2,4,6-trimethoxybenzyl)amino]-3-oxopropyl}-2-(4-carboxyphenyl)methyl-malonic acid (9.30 g, 15.6 mmol ) was taken up in DMSO (10 mL). This solution was heated at 130° C. for 1.5 h. The reaction mixture was then allowed to come to room temperature. The solvent was then removed under reduced pressure. EtOAc was used as an azeotrope to remove the DMSO. The residue was partitioned between 50 mL of 10% KHSO4 and 100 mL of EtOAc. The organic layer was washed with brine (50 mL), dried ov... Starting materials: F[B-](F)(F)F, CC(C)(C)c1ccc(CNCCc2cccc(F)c2)cc1, CCN(C(C)C)C(C)C, CN(C)C=O, O, CN(C)C(On1nnc2ccccc21)=[N+](C)C, O=C(O)c1cccc2cc[nH]c12. Product: CC(C)(C)c1ccc(CN(CCc2cccc(F)c2)C(=O)c2cccc3cc[nH]c23)cc1. Reaction SMILES: [B-:13]([F:14])([F:15])([F:16])[F:17].[C:44]([CH3:45])([CH3:46])([CH3:47])[c:48]1[cH:49][cH:50][c:51]([CH2:52][NH:53][CH2:54][CH2:55][c:56]2[cH:57][c:58]([F:62])[cH:59][cH:60][cH:61]2)[cH:63][cH:64]1.[CH:35]([N:36]([CH2:37][CH3:38])[CH:39]([CH3:40])[CH3:41])([CH3:42])[CH3:43].[O:65]=[CH:66][N:67]([CH3:68])[CH3:69].[OH2:70].[n:18]1([O:19][C:20]([N:21]([CH3:22])[CH3:23])=[N+:24]([CH3:25])[CH3:26])[c:27]2[cH:28][cH:29][cH:30][cH:31][c:32]2[n:33][n:34]1.[nH:1]1[cH:2][cH:3][c:4]2[cH:5][cH:6][cH:7][c:8]([C:10](=[O:11])[OH:12])[c:9]12>>[nH:1]1[cH:2][cH:3][c:4]2[cH:5][cH:6][cH:7][c:8]([C:10](=[O:12])[N:53]([CH2:52][c:51]3[cH:50][cH:49][c:48]([C:44]([CH3:45])([CH3:46])[CH3:47])[cH:64][cH:63]3)[CH2:54][CH2:55][c:56]3[cH:57][c:58]([F:62])[cH:59][cH:60][cH:61]3)[c:9]12. Starting materials: CNN1C=C(C(C2=CC(=C(C(=C12)F)F)F)=O)C(=O)O (1-methylamino-6,7,8-trifluoro-1,4-dihydro-4-oxo-3-quinolinecarboxylic acid), N1CCNCC1 (piperazine), N1=CC=CC=C1 (pyridine), Cl (hydrochloric acid). Solvent: O (water). Product: CNN1C=C(C(C2=CC(=C(C(=C12)F)N1CCNCC1)F)=O)C(=O)O (1-methylamino-6,8-difluoro-7-(1-piperazinyl)-1,4-dihydro-4-oxo-3-quinolinecarboxylic acid). Isolated yield 74.3%. RXN SMILES: [CH3:1][NH:2][N:3]1[C:12]2[C:7](=[CH:8][C:9]([F:15])=[C:10](F)[C:11]=2[F:13])[C:6](=[O:16])[C:5]([C:17]([OH:19])=[O:18])=[CH:4]1.[NH:20]1[CH2:25][CH2:24][NH:23][CH2:22][CH2:21]1.N1C=CC=CC=1.Cl>O>[CH3:1][NH:2][N:3]1[C:12]2[C:7](=[CH:8][C:9]([F:15])=[C:10]([N:20]3[CH2:25][CH2:24][NH:23][CH2:22][CH2:21]3)[C:11]=2[F:13])[C:6](=[O:16])[C:5]([C:17]([OH:19])=[O:18])=[CH:4]1. Reported procedure: A mixture of 1.95 g of 1-methylamino-6,7,8-trifluoro-1,4-dihydro-4-oxo-3-quinolinecarboxylic acid, 3.05 g of anhydrous piperazine and 20 ml of dry pyridine is refluxed for 6 hours. The solvent is stripped off in vacuo, the residue is taken up in 20 ml of water, the pH is brought to 7-8 with half-concentrated hydrochloric acid, with cooling, and the precipitate is filtered off with suction, washed with ice-water and dried at 100° C. in vacuo. 1.8 g of 1-methylamino-6,8-difluoro-7-(1-piperazinyl)-... Starting materials: NCC(=O)NC(CCCCC)(C)C (2-Amino-N-(1,1-dimethylhexyl)acetamide), C(C)(=O)O (acetic acid). The solvent is CCOCC (ether), Petroleum. The product is C(C)(=O)O.NCC(=O)NC(CCCCC)(C)C (2-amino-N-(1,1-dimethylhexyl)acetamide acetate). RXN SMILES: [NH2:1][CH2:2][C:3]([NH:5][C:6]([CH3:13])([CH3:12])[CH2:7][CH2:8][CH2:9][CH2:10][CH3:11])=[O:4].[C:14]([OH:17])(=[O:16])[CH3:15]>CCOCC>[C:14]([OH:17])(=[O:16])[CH3:15].[NH2:1][CH2:2][C:3]([NH:5][C:6]([CH3:12])([CH3:13])[CH2:7][CH2:8][CH2:9][CH2:10][CH3:11])=[O:4] |f:3.4|. Procedure: 2-Amino-N-(1,1-dimethylhexyl)acetamide (5 g) was dissolved in ether (25 ml)and glacial acetic acid (1.61 g) added. Petroleum distillate (b.p. 40°-60° C.) was added whereupon an oil separated. The mixture was cooled and the resulting solid filtered off yielding 2-amino-N-(1,1-dimethylhexyl)acetamide acetate, m.p. 64° C. Reactants: ice, [H-].[Na+] (NaH), ClC=1C=C(C=CC1Cl)S(=O)(=O)Cl (3,4-dichloro-benzenesulfonyl chloride), COC(CC1=C(NC2=NC=CC=C21)C)=O ((2-methyl-1H-pyrrolo[2,3-b]pyridin-3-yl)-acetic acid methyl ester), C1CCOC1.CN(C)C=O (THF DMF), ice water. Solvent: C1CCOC1 (THF), C1CCOC1 (THF). Reaction conditions: time 45 minute. The product is COC(CC1=C(N(C2=NC=CC=C21)S(=O)(=O)C2=CC(=C(C=C2)Cl)Cl)C)=O ([1-(3,4-dichloro-benzenesulfonyl)-2-methyl-1H-pyrrolo[2,3-b]pyridin-3-yl]-acetic acid methyl ester). RXN SMILES: [H-].[Na+].[CH3:3][O:4][C:5](=[O:17])[CH2:6][C:7]1[C:15]2[C:10](=[N:11][CH:12]=[CH:13][CH:14]=2)[NH:9][C:8]=1[CH3:16].C1COCC1.CN(C=O)C.[Cl:28][C:29]1[CH:30]=[C:31]([S:36](Cl)(=[O:38])=[O:37])[CH:32]=[CH:33][C:34]=1[Cl:35]>C1COCC1>[CH3:3][O:4][C:5](=[O:17])[CH2:6][C:7]1[C:15]2[C:10](=[N:11][CH:12]=[CH:13][CH:14]=2)[N:9]([S:36]([C:31]2[CH:32]=[CH:33][C:34]([Cl:35])=[C:29]([Cl:28])[CH:30]=2)(=[O:38])=[O:37])[C:8]=1[CH3:16] |f:0.1,3.4|. Reported procedure: To an ice-cooled stirring suspension of NaH (60% dispersion in mineral oil; 63 mg, 1.6 mmol) in THF (3 mL) is added a solution of (2-methyl-1H-pyrrolo[2,3-b]pyridin-3-yl)-acetic acid methyl ester (200 mg, 1 mmol) in 3:1 THF/DMF (4 mL). After 45 minutes, a solution of 3,4-dichloro-benzenesulfonyl chloride (214 μL, 1.4 mmol) in THF (3 mL) is added. After 10 minutes, the reaction mixture is added to ice/water and extracted with EtOAc. The organic layer is washed with brine and evaporated. The crude... The reactants are C(C)(C)(C)OC(=O)N1CC(N(CC1)CC1=CC(=CC=C1)C1=NC(=NC=C1)Cl)(C)C (4-[3-(2-Chloro-pyrimidin-4-yl)-benzyl]-3,3-dimethyl-piperazine-1-carboxylic acid tert-butyl ester), NCCC1=CC=C(C=C1)O (tyramine), 436. The product is CC1(N(CCNC1)CC=1C=C(C=CC1)C1=NC(=NC=C1)NCCC1=CC=C(C=C1)O)C (4-(2-{4-[3-(2,2-Dimethyl-piperazin-1-ylmethyl)-phenyl]-pyrimidin-2-ylamino}-ethyl)-phenol). As a reaction SMILES: C(OC([N:8]1[CH2:13][CH2:12][N:11]([CH2:14][C:15]2[CH:20]=[CH:19][CH:18]=[C:17]([C:21]3[CH:26]=[CH:25][N:24]=[C:23](Cl)[N:22]=3)[CH:16]=2)[C:10]([CH3:29])([CH3:28])[CH2:9]1)=O)(C)(C)C.[NH2:30][CH2:31][CH2:32][C:33]1[CH:38]=[CH:37][C:36]([OH:39])=[CH:35][CH:34]=1>>[CH3:29][C:10]1([CH3:28])[CH2:9][NH:8][CH2:13][CH2:12][N:11]1[CH2:14][C:15]1[CH:16]=[C:17]([C:21]2[CH:26]=[CH:25][N:24]=[C:23]([NH:30][CH2:31][CH2:32][C:33]3[CH:38]=[CH:37][C:36]([OH:39])=[CH:35][CH:34]=3)[N:22]=2)[CH:18]=[CH:19][CH:20]=1. Procedure: Intermediate 141 was coupled with tyramine following procedure F. The resulting product was deprotected following procedure G2. LC-MS showed the product had the expected M+H3O+ of 436. 1H NMR (Varian 300 MHz, CD3OD, shifts relative to the solvent peak at 3.3 ppm) δ 8.72 (s, 1H) 8.34 (d, 2H) 7.95 (d, 1H) 7.68 (m, 2H) 7.17 (d, 2H) 6.72 (d, 2H) 4.54 (s, 2H) 3.96 (t, 2H) 3.71 (s, 2H) 3.35 (m, 4H) 2.96 (t, 2H) 1.76 (s, 6H). The reactants are [N+](=O)([O-])C1=CC(=C(C=C1)SCl)C(Cl)(Cl)Cl (4-nitro-2-trichloromethylbenzenesulfenyl chloride), C(C=C)N (allylamine). Product: C(C=C)NSC1=C(C=C(C=C1)[N+](=O)[O-])C(Cl)(Cl)Cl (N-allyl-4-nitro-2-trichloromethylphenylsulfenamide). The yield is 94.6%. Reaction SMILES: [N+:1]([C:4]1[CH:9]=[CH:8][C:7]([S:10]Cl)=[C:6]([C:12]([Cl:15])([Cl:14])[Cl:13])[CH:5]=1)([O-:3])=[O:2].[CH2:16]([NH2:19])[CH:17]=[CH2:18]>>[CH2:16]([NH:19][S:10][C:7]1[CH:8]=[CH:9][C:4]([N+:1]([O-:3])=[O:2])=[CH:5][C:6]=1[C:12]([Cl:15])([Cl:14])[Cl:13])[CH:17]=[CH2:18]. Procedure: As in Example 4, 61.4 g of 4-nitro-2-trichloromethylbenzenesulfenyl chloride is reacted with 23 g of allylamine. The hydrochloride is filtered off and the ether phase is concentrated. There is obtained 62 g (95% of theory) of N-allyl-4-nitro-2-trichloromethylphenylsulfenamide as a pale oil.